Dataset: the Open Reaction Database (ORD), a public repository of structured organic reaction records. Task: describe an organic reaction: reactants, conditions, products, and yield Reactants: OCC=1N2C(SC1)=CN=C2 (3-hydroxymethylimidazo[5,1-b]thiazole), C(C)(=O)OC(C)=O (acetic anhydride), saturated aqueous solution, C(O)([O-])=O.[Na+] (sodium hydrogencarbonate). Run in ClCCl (dichloromethane). The product is C(C)(=O)OCC=1N2C(SC1)=CN=C2 (3-Acetoxymethylimidazo[5,1-b]thiazole). Isolated yield 95.0%. As a reaction SMILES: [OH:1][CH2:2][C:3]1[N:4]2[CH:10]=[N:9][CH:8]=[C:5]2[S:6][CH:7]=1.[C:11](OC(=O)C)(=[O:13])[CH3:12].C(=O)([O-])O.[Na+]>ClCCl>[C:11]([O:1][CH2:2][C:3]1[N:4]2[CH:10]=[N:9][CH:8]=[C:5]2[S:6][CH:7]=1)(=[O:13])[CH3:12] |f:2.3|. Procedure: 0.15 g of the 3-hydroxymethylimidazo[5,1-b]thiazole prepared in Preparation 55 was dissolved in 4 ml of dichloromethane, and the solution was stirred. To this was added 0.1 ml of acetic anhydride, and the mixture was stirred at room temperature for 3 hours. To the reaction solution was added 5 ml of a saturated aqueous solution of sodium hydrogencarbonate, and the organic layer was separated. The aqueous layer was extracted with dichloromethane (5 ml×2). The combined organic layers were dried ov... The reactants are BrC=1C(=NC=2N(C1N(COCC[Si](C)(C)C)COCC[Si](C)(C)C)N=CC2C=2C=NC1=CC=CC=C1C2)N2CCOCC2 (6-bromo-5-morpholino-3-(quinolin-3-yl)-N,N-bis((2-(trimethylsilyl)ethoxy)methyl)pyrazolo[1,5-a]pyrimidin-7-amine), C(CCC)[Sn](C(=C)OCC)(CCCC)CCCC (tributyl(1-ethoxyvinyl)tin). Reagents/catalysts: C=1C=CC(=CC1)[P](C=2C=CC=CC2)(C=3C=CC=CC3)[Pd]([P](C=4C=CC=CC4)(C=5C=CC=CC5)C=6C=CC=CC6)([P](C=7C=CC=CC7)(C=8C=CC=CC8)C=9C=CC=CC9)[P](C=1C=CC=CC1)(C=1C=CC=CC1)C=1C=CC=CC1 (Pd(PPh3)4). The solvent is O1CCOCC1 (Dioxane). Run at temperature 100 celsius. Product: NC1=C(C(=NC=2N1N=CC2C=2C=NC1=CC=CC=C1C2)N2CCOCC2)C(C)=O (1-(7-amino-5-morpholino-3-(quinolin-3-yl)pyrazolo[1,5-a]pyrimidin-6-yl)ethanone). Reaction SMILES: Br[C:2]1[C:3]([N:38]2[CH2:43][CH2:42][O:41][CH2:40][CH2:39]2)=[N:4][C:5]2[N:6]([N:25]=[CH:26][C:27]=2[C:28]2[CH:29]=[N:30][C:31]3[C:36]([CH:37]=2)=[CH:35][CH:34]=[CH:33][CH:32]=3)[C:7]=1[N:8](COCC[Si](C)(C)C)COCC[Si](C)(C)C.C([Sn](CCCC)(CCCC)[C:49]([O:51]CC)=[CH2:50])CCC>O1CCOCC1.C1C=CC([P]([Pd]([P](C2C=CC=CC=2)(C2C=CC=CC=2)C2C=CC=CC=2)([P](C2C=CC=CC=2)(C2C=CC=CC=2)C2C=CC=CC=2)[P](C2C=CC=CC=2)(C2C=CC=CC=2)C2C=CC=CC=2)(C2C=CC=CC=2)C2C=CC=CC=2)=CC=1>[NH2:8][C:7]1[N:6]2[N:25]=[CH:26][C:27]([C:28]3[CH:29]=[N:30][C:31]4[C:36]([CH:37]=3)=[CH:35][CH:34]=[CH:33][CH:32]=4)=[C:5]2[N:4]=[C:3]([N:38]2[CH2:39][CH2:40][O:41][CH2:42][CH2:43]2)[C:2]=1[C:49](=[O:51])[CH3:50] |^1:71,73,92,111|. Procedure details: A degassed mixture of 6-bromo-5-morpholino-3-(quinolin-3-yl)-N,N-bis((2-(trimethylsilyl)ethoxy)methyl)pyrazolo[1,5-a]pyrimidin-7-amine (141 mg, 0.20 mmoL), tributyl(1-ethoxyvinyl)tin (112 mg, 0.31 mmoL), Pd(PPh3)4 (24 mg, 0.02 mmoL) in Dioxane (4 mL) was heated at 100° C. for 2 days. The mixture was cooled to room temperature and filtered through short plug of 10% KF/SiO2. The crude Stille coupling product obtained after concentrating the filtrate was then treated with 3 mL of 1:1 mixture of TFA... The reactants are COC(=O)C1=CC(=C(C=C1)C1=C(C=CC=C1)C)OC (2-Methoxy-2′-methyl-biphenyl-4-carboxylic acid methyl ester), CO (methanol), [OH-].[Na+] (sodium hydroxide). The solvent is O1CCCC1 (tetrahydrofuran). Conditions: temperature 105 celsius. Yields the product COC1=C(C=CC(=C1)C(=O)O)C1=C(C=CC=C1)C (2-Methoxy-2′-methyl-biphenyl-4-carboxylic acid). Yield: 87.3%. Reaction SMILES: C[O:2][C:3]([C:5]1[CH:10]=[CH:9][C:8]([C:11]2[CH:16]=[CH:15][CH:14]=[CH:13][C:12]=2[CH3:17])=[C:7]([O:18][CH3:19])[CH:6]=1)=[O:4].CO.[OH-].[Na+]>O1CCCC1>[CH3:19][O:18][C:7]1[CH:6]=[C:5]([C:3]([OH:4])=[O:2])[CH:10]=[CH:9][C:8]=1[C:11]1[CH:16]=[CH:15][CH:14]=[CH:13][C:12]=1[CH3:17] |f:2.3|. Reported procedure: To the 2-methoxy-2′-methyl-biphenyl-4-carboxylic acid methyl ester of step C (26 mmol) was added methanol (10 mL), tetrahydrofuran (45 mL) and 1 N sodium hydroxide (33 mL). The solution was refluxed vigorously in an oil bath at 105° C. for one hour. The volatile solvents were evaporated and the solution was chilled in ice. 2N hydrochloric acid was added until the pH was ˜1. The product was extracted into ethyl acetate, dried with anhydrous magnesium sulfate, and evaporated to a white solid. This... Reactants: C(=O)(OC(C)(C)C)NCC(C(=O)O)C (N-Boc-α-(R,S)-methyl-β-alanine), CCCCC (pentane). The solvent is C1CCOC1 (THF). Run at time 8 hour. The product is CN(C[C@H](C(=O)O)C)C(=O)OC(C)(C)C (N-Methyl-N-Boc-α-(R)-methyl-β-alanine). RXN SMILES: [C:1]([NH:8][CH2:9][CH:10]([CH3:14])[C:11]([OH:13])=[O:12])([O:3][C:4]([CH3:7])([CH3:6])[CH3:5])=[O:2].[CH3:15]CCCC>C1COCC1>[CH3:15][N:8]([C:1]([O:3][C:4]([CH3:6])([CH3:7])[CH3:5])=[O:2])[CH2:9][C@@H:10]([CH3:14])[C:11]([OH:13])=[O:12]. Procedure details: To a solution of N-Boc-α-(R,S)-methyl-β-alanine (1.33 g, 6.5 mmol) in THF (80 ml)was added pentane washed sodium hydride(1.2 g, 60% in oil dispersion) followed by methyl iodide (2 ml, exess). The reaction mixture was stirred overnight and then poured into an iced solution of citric acid (0.5N). The aqueous THF solution was extracted into ethyl acetate. Then the required acid was back extracted between ethyl acetate, sodium hydrogen carbonate and potassium hydrogen sulphate solutions. The organic... Product: Cc1c(OC2COC3(CCC3)OC2)cc[n+]([O-])c1C. The reactants are OC1COC2(CCC2)OC1, Cc1c(Cl)cc[n+]([O-])c1C, [H-], [Na+], CN(C)C=O. RXN SMILES: [CH2:1]1[CH2:2][CH2:3][C:4]12[O:5][CH2:6][CH:7]([OH:10])[CH2:8][O:9]2.[Cl:13][c:14]1[c:15]([CH3:22])[c:16]([CH3:21])[n+:17]([O-:20])[cH:18][cH:19]1.[H-:11].[Na+:12].[O:23]=[CH:24][N:25]([CH3:26])[CH3:27]>>[CH2:1]1[CH2:2][CH2:3][C:4]12[O:5][CH2:6][CH:7]([O:10][c:14]1[c:15]([CH3:22])[c:16]([CH3:21])[n+:17]([O-:20])[cH:18][cH:19]1)[CH2:8][O:9]2.